Dataset: the Open Reaction Database (ORD), a public repository of structured organic reaction records. Task: describe an organic reaction: reactants, conditions, products, and yield Starting materials: OOS(=O)[O-].[K+] (oxone), monopersulfate, CC1=C(C=C(C(=O)N)C=C1)C=1C=C2C=NN=C(C2=CC1)N1CCSCC1 (4-methyl-3-[1-(thiomorpholin-4-yl)phthalazin-6-yl]benzamide). Run in CO.O (methanol H2O). The product is CC1=C(C=C(C(=O)N)C=C1)C=1C=C2C=NN=C(C2=CC1)N1CCS(CC1)=O (4-methyl-3-[1-(1-oxidothiomorpholin-4-yl)phthalazin-6-yl]benzamide). RXN SMILES: [CH3:1][C:2]1[CH:10]=[CH:9][C:5]([C:6]([NH2:8])=[O:7])=[CH:4][C:3]=1[C:11]1[CH:12]=[C:13]2[C:18](=[CH:19][CH:20]=1)[C:17]([N:21]1[CH2:26][CH2:25][S:24][CH2:23][CH2:22]1)=[N:16][N:15]=[CH:14]2.[OH:27]OS([O-])=O.[K+]>CO.O>[CH3:1][C:2]1[CH:10]=[CH:9][C:5]([C:6]([NH2:8])=[O:7])=[CH:4][C:3]=1[C:11]1[CH:12]=[C:13]2[C:18](=[CH:19][CH:20]=1)[C:17]([N:21]1[CH2:26][CH2:25][S:24](=[O:27])[CH2:23][CH2:22]1)=[N:16][N:15]=[CH:14]2 |f:1.2,3.4|. Procedure: A mixture of 4-methyl-3-[1-(thiomorpholin-4-yl)phthalazin-6-yl]benzamide (0.6 mmol) (Method A) in 10 mL methanol/H2O (8:2) was stirred at RT was treated with oxone® monopersulfate compound (1 mmol). The mixture was stirred at 0° C.-50° C. over 1h. The mixture was quenched with 20 mL sat. N2SO3, extracted with dichloromethane (3×50 mL). The combined organic layers were dried over anhydrous Na2SO4, concentrated in vacuo and purified by silica gel chromatography eluting with 1-5% 2 M ammonia methan... The reactants are CC=1C(=NC=CC1)CN(C1CCNCC1)CC1=NC=CC=C1C (Bis-(3-methyl-pyridin-2-ylmethyl)-piperidin-4-yl-amine), C(C1=CC=NC=C1)(=O)O (isonicotinic acid), C(C(=O)Cl)(=O)Cl (oxalyl chloride), CCN(C(C)C)C(C)C (DIPEA), resultant mixture. The solvent is C1CCOC1 (THF), [OH-].[Na+] (NaOH), CCOC(=O)C (EtOAc), CN(C)C=O (DMF), C(Cl)Cl (CH2Cl2). Run at temperature 0 celsius. Product: CC=1C(=NC=CC1)CN(C1CCN(CC1)C(=O)C1=CC=NC=C1)CC1=NC=CC=C1C ({4-[Bis-(3-methyl-pyridin-2-ylmethyl)-amino]-piperidin-1-yl}-pyridin-4-yl-methanone). The yield is 41.8%. Reaction SMILES: [C:1]([OH:9])(=O)[C:2]1[CH:7]=[CH:6][N:5]=[CH:4][CH:3]=1.C(Cl)(=O)C(Cl)=O.[CH3:16][C:17]1[C:18]([CH2:23][N:24]([CH2:31][C:32]2[C:37]([CH3:38])=[CH:36][CH:35]=[CH:34][N:33]=2)[CH:25]2[CH2:30][CH2:29][NH:28][CH2:27][CH2:26]2)=[N:19][CH:20]=[CH:21][CH:22]=1.CCN(C(C)C)C(C)C>C(Cl)Cl.C1COCC1.[OH-].[Na+].CCOC(C)=O.CN(C=O)C>[CH3:16][C:17]1[C:18]([CH2:23][N:24]([CH2:31][C:32]2[C:37]([CH3:38])=[CH:36][CH:35]=[CH:34][N:33]=2)[CH:25]2[CH2:30][CH2:29][N:28]([C:1]([C:2]3[CH:3]=[CH:4][N:5]=[CH:6][CH:7]=3)=[O:9])[CH2:27][CH2:26]2)=[N:19][CH:20]=[CH:21][CH:22]=1 |f:6.7|. Reported procedure: To a cold (0° C.), stirred, mixture of isonicotinic acid (130 mg, 1.05 mmol) in CH2Cl2 (10 mL) was added DMF (1 mL) followed by oxalyl chloride (0.46 mL, 5.27 mmol). The mixture was warmed to room temperature. After 15 minutes the mixture was concentrated under reduced pressure and provided a white solid. To a solution of COMPOUND 249 (60 mg, 0.19 mmol) in THF (7 mL) was added the white solid from above followed by DIPEA (1.20 mL, 6.88 mmol). The resultant mixture was stirred at room temperature...